From a dataset of the Open Reaction Database (ORD), a public repository of structured organic reaction records. describe an organic reaction: reactants, conditions, products, and yield The reactants are C(C)(C)(C)OC([C@H]1N(CCC1)C(C(CSC(C1=CC=CC=C1)(C1=CC=CC=C1)C1=CC=CC=C1)C)=O)=O (1-[3-(triphenylmethylthio)-2-methylpropanoyl]-L-proline tert.butyl ester). The solvent is C1(=CC=CC=C1)OC (anisole), FC(C(=O)O)(F)F (trifluoroacetic acid). Conditions: time 1 hour. Yields the product SCC(C(=O)N1[C@H](C(=O)O)CCC1)C (1-[3-mercapto-2-methylpropanoyl]-L-proline). Reaction SMILES: C([O:5][C:6](=[O:37])[C@@H:7]1[CH2:11][CH2:10][CH2:9][N:8]1[C:12](=[O:36])[CH:13]([CH3:35])[CH2:14][S:15]C(C1C=CC=CC=1)(C1C=CC=CC=1)C1C=CC=CC=1)(C)(C)C>C1(OC)C=CC=CC=1.FC(F)(F)C(O)=O>[SH:15][CH2:14][CH:13]([CH3:35])[C:12]([N:8]1[CH2:9][CH2:10][CH2:11][C@H:7]1[C:6]([OH:37])=[O:5])=[O:36]. Reported procedure: 1-[3-(triphenylmethylthio)-2-methylpropanoyl]-L-proline tert.butyl ester (5 g.) is dissolved in a mixture of anisole (55 ml.) and trifluoroacetic acid (110 ml.). After one hour storage at room temperature, the solvents are removed in vacuo and the residue is applied to a column of silica gel equilibrated with benzene:acetic acid (75:25) and eluted with the same solvent. The fractions corresponding to the component with Rf 0.40 (TLC silica gel with same system) are pooled and concentrated to dryn... Solvent: N (NH3). Starting materials: C(C)(C)(C)OCC(C(CC(C)C)NS(=O)(=O)C=1C(=CC=CC1)C)(O)C (1-t-Butyloxy-2,5-dimethyl-2-hydroxy-3-(toluenesulfonyl) aminohexane), [Na] (sodium). Reported procedure: To a solution of the resultant compound of Example 58 (0.40 g, 1.1 mmol) in liquid NH3 (80 ml) was added sodium (0.25 g, 11 mmol) with stirring. After 5 hours the solvent was evaporated and the residue was partitioned between benzene (40 ml), ethanol (10 ml), and water (30 ml). The layers were separated and the aqueous phase was extracted with ether. The combined organic layers were dried and evaporated to give 0.19 g (79%) of the desired compound. Mass spectrum: M+ =217. As a reaction SMILES: [C:1]([O:5][CH2:6][C:7]([CH3:25])([OH:24])[CH:8]([NH:13]S(C1C(C)=CC=CC=1)(=O)=O)[CH2:9][CH:10]([CH3:12])[CH3:11])([CH3:4])([CH3:3])[CH3:2].[Na]>N>[NH2:13][CH:8]([CH2:9][CH:10]([CH3:12])[CH3:11])[C:7]([CH3:25])([OH:24])[CH2:6][O:5][C:1]([CH3:2])([CH3:3])[CH3:4] |^1:25|. The product is NC(C(COC(C)(C)C)(O)C)CC(C)C (3-Amino-1-t-butyloxy-2,5-dimethyl-2-hydroxyhexane). Yield: 79.5%. Reactants: [OH-].[Na+] (sodium hydroxide), C1(CC1)N1C=C(C(C2=CC(=C(C(=C12)OC)F)F)=O)C(=O)OCC (ethyl 1-cyclopropyl-6,7-difluoro-8-methoxy-1,4-dihydro-4-oxoquinoline-3-carboxylate), Cl (hydrochloric acid). Solvent: CO (methanol). Run at time 5 hour. The product is C1(CC1)N1C=C(C(C2=CC(=C(C(=C12)OC)F)F)=O)C(=O)O (1-cyclopropyl-6,7-difluoro-8-methoxy-1,4-dihydro-4-oxoquinoline-3-carboxylic acid). Isolated yield 76.8%. As a reaction SMILES: [OH-].[Na+].[CH:3]1([N:6]2[C:15]3[C:10](=[CH:11][C:12]([F:19])=[C:13]([F:18])[C:14]=3[O:16][CH3:17])[C:9](=[O:20])[C:8]([C:21]([O:23]CC)=[O:22])=[CH:7]2)[CH2:5][CH2:4]1.Cl>CO>[CH:3]1([N:6]2[C:15]3[C:10](=[CH:11][C:12]([F:19])=[C:13]([F:18])[C:14]=3[O:16][CH3:17])[C:9](=[O:20])[C:8]([C:21]([OH:23])=[O:22])=[CH:7]2)[CH2:4][CH2:5]1 |f:0.1|. Procedure details: 10 ml of a 4% w/v aqueous solution of sodium hydroxide were added to a solution of 0.48 g (0.0015 mole) of ethyl 1-cyclopropyl-6,7-difluoro-8-methoxy-1,4-dihydro-4-oxoquinoline-3-carboxylate (XXXII) (prepared as described in Preparation 3) in 20 ml of methanol, and the mixture was allowed to stand at room temperature for 5 hours. The reaction mixture was then acidified by adding concentrated hydrochloric acid to precipitate a crystalline substance, which was collected by filtration to afford 0.3... The reactants are C(C(=C)C)(=O)O (methacrylic acid), C1(=CC=CC=C1)C(C1=CC=CC=C1)(C1=CC=CC=C1)Cl (triphenylmethyl chloride). Run in C(Cl)Cl (methylene chloride). The product is C(C(=C)C)(=O)OC(C1=CC=CC=C1)(C1=CC=CC=C1)C1=CC=CC=C1 (triphenylmethyl methacrylate). Yield: 96.8%. As a reaction SMILES: [C:1]([OH:6])(=[O:5])[C:2]([CH3:4])=[CH2:3].[C:7]1([C:13](Cl)([C:20]2[CH:25]=[CH:24][CH:23]=[CH:22][CH:21]=2)[C:14]2[CH:19]=[CH:18][CH:17]=[CH:16][CH:15]=2)[CH:12]=[CH:11][CH:10]=[CH:9][CH:8]=1>C(Cl)Cl>[C:1]([O:6][C:13]([C:7]1[CH:12]=[CH:11][CH:10]=[CH:9][CH:8]=1)([C:20]1[CH:21]=[CH:22][CH:23]=[CH:24][CH:25]=1)[C:14]1[CH:15]=[CH:16][CH:17]=[CH:18][CH:19]=1)(=[O:5])[C:2]([CH3:4])=[CH2:3]. Procedure details: The anion exchange resin used in Example 7 was regenerated by washing with 500 ml of a 4% aqueous caustic soda solution and then with methanol and acetonitrile to remove water. 0.43 g (0.005 mol) of methacrylic acid and 1.39 g (0.005 mol) of triphenylmethyl chloride were dissolved in methylene chloride and reacted together batchwise in the presence of the above regenerated resin to give 1.59 g (yield: 96.0%) of triphenylmethyl methacrylate. Starting materials: BrCC(=O)O (bromoacetic acid), ClC1=C(C(=CC=C1)Cl)S (2,6-dichlorothiophenol), C(C)O (ethanol), solution, C[O-].[Na+] (sodium methoxide). Solvent: CO (methanol). Run at time 3 hour. Product: ClC1=C(SCC(=O)O)C(=CC=C1)Cl (2,6-dichlorothiophenoxyacetic acid). As a reaction SMILES: [Cl:1][C:2]1[CH:7]=[CH:6][CH:5]=[C:4]([Cl:8])[C:3]=1[SH:9].C(O)C.C[O-].[Na+].Br[CH2:17][C:18]([OH:20])=[O:19]>CO>[Cl:1][C:2]1[CH:7]=[CH:6][CH:5]=[C:4]([Cl:8])[C:3]=1[S:9][CH2:17][C:18]([OH:20])=[O:19] |f:2.3|. Reported procedure: 2,6-dichlorothiophenol, 50 gm, was added to 250 ml of ethanol. 63.8 ml of a 25% solution of sodium methoxide (2 equivalents) in methanol was then added to the system. The system was stirred at room temperature for approximately 3 hours. Afterwards, 20 ml of bromoacetic acid was added and the system then heated to reflux. The system was continued at reflux for 16 hours. The reaction was then stopped and the solvent removed by stripping. The resulting material was dissolved with basic aqueous solu... The reactants are C(C)(=O)OC1=C(C=C2C(N(CC2=C1)C1=CC=C(C=C1)Cl)=O)OC(C)=O (acetic acid 6-acetoxy-2-(4-chloro-phenyl)-3-oxo-2,3-dihydro-1H-isoindol-5-yl ester), N1CCOCC1 (morpholine), ice water. Solvent: CN(C=O)C (N,N-dimethylformamide). Product: ClC1=CC=C(C=C1)N1CC2=CC(=C(C=C2C1=O)OC(C)=O)O (Acetic acid 2-(4-chloro-phenyl)-6-hydroxy-3-oxo-2,3-dihydro-1H-isoindol-5-yl ester). As a reaction SMILES: C([O:4][C:5]1[CH:13]=[C:12]2[C:8]([C:9](=[O:21])[N:10]([C:14]3[CH:19]=[CH:18][C:17]([Cl:20])=[CH:16][CH:15]=3)[CH2:11]2)=[CH:7][C:6]=1[O:22][C:23](=[O:25])[CH3:24])(=O)C.N1CCOCC1>CN(C)C=O>[Cl:20][C:17]1[CH:16]=[CH:15][C:14]([N:10]2[C:9](=[O:21])[C:8]3[C:12](=[CH:13][C:5]([OH:4])=[C:6]([O:22][C:23](=[O:25])[CH3:24])[CH:7]=3)[CH2:11]2)=[CH:19][CH:18]=1. Reported procedure: A solution of acetic acid 6-acetoxy-2-(4-chloro-phenyl)-3-oxo-2,3-dihydro-1H-isoindol-5-yl ester (0.5 g) in dry N,N-dimethylformamide (15 ml) was treated with morpholine (0.13 ml) at 0-5° C. and stirred then for an hour at room temperature. The reaction was poured into ice water and filtered. The reactants are C(CCC)N=CC=1C=C2C(=CC=NC2=CC1)Cl (butyl (4-chloro-quinolin-6-ylmethylene)-amine), COCC[O-].[Na+] (sodium (2-methoxy)-ethoxide), COCCO (2-methoxy-ethanol). Run in [Cl-].[NH4+] (ammonium chloride). Run at temperature 120 celsius, time 1 hour. The product is COCCOC1=CC=NC2=CC=C(C=C12)C=O (4-(2-methoxy-ethoxy)-quinoline-6-carbaldehyde). The yield is 68.3%. As a reaction SMILES: C(N=[CH:6][C:7]1[CH:8]=[C:9]2[C:14](=[CH:15][CH:16]=1)[N:13]=[CH:12][CH:11]=[C:10]2Cl)CCC.[CH3:18][O:19][CH2:20][CH2:21][O-:22].[Na+].C[O:25]CCO>[Cl-].[NH4+]>[CH3:18][O:19][CH2:20][CH2:21][O:22][C:10]1[C:9]2[C:14](=[CH:15][CH:16]=[C:7]([CH:6]=[O:25])[CH:8]=2)[N:13]=[CH:12][CH:11]=1 |f:1.2,4.5|. Procedure details: A mixture of butyl (4-chloro-quinolin-6-ylmethylene)-amine (preparation was described in example 27b) (250 mg, 1.01 mmol) and a solution of sodium (2-methoxy)-ethoxide in 2-methoxy-ethanol (2.5 mL, 10.0 mmol, 4.0M) were placed in a microwave tube and the mixture was heated to 120° C. for 30 min in a closed microwave. Then, the suspension was diluted with saturated ammonium chloride solution and the organic compound was extracted into ethyl acetate (3×50 mL). The combined extracts were washed wit... The reactants are ClC1=C(C=CC(=C1)Cl)C=1N=C(C(=NC1CC)N[C@@H]1[C@H](CC2=CC=CC=C12)OC)CC (5-(2,4-dichlorophenyl)-3,6-diethyl-N-[(1S,2S)-2-methoxy-2,3-dihydro-1H-inden-1-yl]pyrazin-2-amine), ClC1=C(C=CC(=C1)Cl)C=1N=C(C(=NC1CC)N[C@@H]1[C@H](CC2=CC=CC=C12)O)CC ((1S,2S)-1-{[5-(2,4-dichlorophenyl)-3,6-diethylpyrazin-2-yl]amino}-2,3-dihydro-1H-inden-2-ol), ICC (iodoethane). Product: ClC1=C(C=CC(=C1)Cl)C=1N=C(C(=NC1CC)N[C@@H]1[C@H](CC2=CC=CC=C12)OCC)CC (5-(2,4-dichlorophenyl)-N-[(1S,2S)-2-ethoxy-2,3-dihydro-1H-inden-1-yl]-3,6-diethylpyrazin-2-amine). As a reaction SMILES: [Cl:1][C:2]1[CH:7]=[C:6]([Cl:8])[CH:5]=[CH:4][C:3]=1[C:9]1[N:10]=[C:11]([CH2:29][CH3:30])[C:12]([NH:17][C@H:18]2[C:26]3[C:21](=[CH:22][CH:23]=[CH:24][CH:25]=3)[CH2:20][C@@H:19]2[O:27][CH3:28])=[N:13][C:14]=1[CH2:15][CH3:16].Cl[C:32]1C=C(Cl)C=CC=1C1N=C(CC)C(N[C@H]2C3C(=CC=CC=3)C[C@@H]2O)=NC=1CC.ICC>>[Cl:1][C:2]1[CH:7]=[C:6]([Cl:8])[CH:5]=[CH:4][C:3]=1[C:9]1[N:10]=[C:11]([CH2:29][CH3:30])[C:12]([NH:17][C@H:18]2[C:26]3[C:21](=[CH:22][CH:23]=[CH:24][CH:25]=3)[CH2:20][C@@H:19]2[O:27][CH2:28][CH3:32])=[N:13][C:14]=1[CH2:15][CH3:16]. Reported procedure: Following the procedure for the preparation of 5-(2,4-dichlorophenyl)-3,6-diethyl-N-[(1S,2S)-2-methoxy-2,3-dihydro-1H-inden-1-yl]pyrazin-2-amine but substituting (1S,2S)-1-{[5-(2,4-dichlorophenyl)-3,6-diethylpyrazin-2-yl]amino}-2,3-dihydro-1H-inden-2-ol and iodoethane and making non-critical variations provided the title compound as a solid: 1H NMR (CDCl3) δ 0.81, 1.17-1.21, 1.30-1.34, 1.51-1.59, 1.98, 3.90-3.96, 4.02-4.08, 6.71-6.73, 7.04-7.07, 7.19; MS (ESI+) for C25H27Cl2N3O m/z 457 (M+H)+.